This data is from the Open Reaction Database (ORD), a public repository of structured organic reaction records. The task is: describe an organic reaction: reactants, conditions, products, and yield Reactants: FC1=CC=C(C=C1)C1=C(N=C(O1)C1CCN(CC1)CCC1=CC=C(CN=[N+]=[N-])C=C1)COCC(F)(F)F (4-(2-{4-[5-(4-Fluoro-phenyl)-4-(2,2,2-trifluoro-ethoxymethyl)-oxazol-2-yl]-piperidin-1-yl}-ethyl)-benzyl azide). Reagents/catalysts: [Pd] (Pd/C). Run in CCO (EtOH). Yields the product FC1=CC=C(C=C1)C1=C(N=C(O1)C1CCN(CC1)CCC1=CC=C(CN)C=C1)COCC(F)(F)F (4-(2-{4-[5-(4-Fluoro-phenyl)-4-(2,2,2-trifluoro-ethoxymethyl)-oxazol-2-yl]-piperidin-1-yl}-ethyl)-benzyl amine). Reaction SMILES: [F:1][C:2]1[CH:7]=[CH:6][C:5]([C:8]2[O:12][C:11]([CH:13]3[CH2:18][CH2:17][N:16]([CH2:19][CH2:20][C:21]4[CH:30]=[CH:29][C:24]([CH2:25][N:26]=[N+]=[N-])=[CH:23][CH:22]=4)[CH2:15][CH2:14]3)=[N:10][C:9]=2[CH2:31][O:32][CH2:33][C:34]([F:37])([F:36])[F:35])=[CH:4][CH:3]=1>CCO.[Pd]>[F:1][C:2]1[CH:7]=[CH:6][C:5]([C:8]2[O:12][C:11]([CH:13]3[CH2:14][CH2:15][N:16]([CH2:19][CH2:20][C:21]4[CH:30]=[CH:29][C:24]([CH2:25][NH2:26])=[CH:23][CH:22]=4)[CH2:17][CH2:18]3)=[N:10][C:9]=2[CH2:31][O:32][CH2:33][C:34]([F:35])([F:36])[F:37])=[CH:4][CH:3]=1. Procedure details: A solution of 4-(2-{4-[5-(4-Fluoro-phenyl)-4-(2,2,2-trifluoro-ethoxymethyl)-oxazol-2-yl]-piperidin-1-yl}-ethyl)-benzyl azide (2.25 g, 4.3 mmol), prepared as in Part B, in EtOH (80 mL) is treated with 10% Pd/C (400 mg) and hydrogenated at 50 psi for 12 h. The catalyst is removed by filtration through celite, and the solvent evaporated to afford the title compound as off-white solids, which is used in subsequent reactions without purification. Reactants: F[B-](F)(F)F (tetrafluoroborate), O[C@@H](C[N+](C)(C)C)CC([O-])=O (L-carnitine), N1=C(C=C(C=C1C)C)C (collidine), ClC(CCCCCCCCCCCCCOP([O-])[O-])Cl (dichlorotetradecylphosphite), I(=O)(=O)(=O)[O-].[Na+] (sodium metaperiodate). Run in C(C)#N (acetonitrile), O (water). Reaction conditions: time 17 hour. Product: [OH-].C(=O)(O)C[C@H](C[N+](C)(C)C)OP(=O)(OCCCCCCCCCCCCCC)O ((R)-3-Carboxy-N,N,N-trimethyl-2-{[hydroxy(tetradecyloxy)phosphinyl]oxy}-1-propanaminium Hydroxide). RXN SMILES: F[B-](F)(F)F.[OH:6][C@H:7]([CH2:13][C:14](=[O:16])[O-:15])[CH2:8][N+:9]([CH3:12])([CH3:11])[CH3:10].N1C(C)=CC(C)=CC=1C.Cl[CH:27](Cl)[CH2:28][CH2:29][CH2:30][CH2:31][CH2:32][CH2:33][CH2:34][CH2:35][CH2:36][CH2:37][CH2:38][CH2:39][CH2:40][O:41][P:42]([O-:44])[O-:43].I([O-])(=O)(=O)=O.[Na+]>C(#N)C.O>[OH-:6].[C:14]([CH2:13][C@@H:7]([O:6][P:42]([OH:44])([O:41][CH2:40][CH2:39][CH2:38][CH2:37][CH2:36][CH2:35][CH2:34][CH2:33][CH2:32][CH2:31][CH2:30][CH2:29][CH2:28][CH3:27])=[O:43])[CH2:8][N+:9]([CH3:12])([CH3:10])[CH3:11])([OH:15])=[O:16] |f:4.5,8.9|. Procedure: To a solution of 16.4 gm of the tetrafluoroborate salt of L-carnitine and 26 gm of collidine in 263 ml of acetonitrile is added 29.4 gm of dichlorotetradecylphosphite. The reaction mixture is stirred at room temperature for 17 hours and then a solution of 21.1 gm of sodium metaperiodate in 48.7 ml of water is added. After stirring at room temperature for two hours, the reaction mixture is filtered through Celite and the filtrate is concentrated under vacuum. The residue is flash chromatographed ... Starting materials: C(C1=CC=CC=C1)OC(CBr)=O (benzyl-2-bromoacetate), C(C1=CC=CC=C1)OC(CBr)=O (Benzyl-2-bromoacetate), ClCl (Cl2), C1(CCCC1)N (cyclopentylamine). The solvent is C(Cl)Cl (CH2Cl2). Run at temperature 0 celsius. Yields the product C(C1=CC=CC=C1)OC(CNC1CCCC1)=O (N-Cyclopentylglycine benzyl ester). Yield: 49.3%. RXN SMILES: [CH2:1]([O:8][C:9](=[O:12])[CH2:10]Br)[C:2]1[CH:7]=[CH:6][CH:5]=[CH:4][CH:3]=1.ClCl.[CH:15]1([NH2:20])[CH2:19][CH2:18][CH2:17][CH2:16]1>C(Cl)Cl>[CH2:1]([O:8][C:9](=[O:12])[CH2:10][NH:20][CH:15]1[CH2:19][CH2:18][CH2:17][CH2:16]1)[C:2]1[CH:7]=[CH:6][CH:5]=[CH:4][CH:3]=1. Reported procedure: A solution of Benzyl-2-bromoacetate (3.30 ml, 20.0 mmol) in 20 mL CH2 Cl2 was added drop-wise to a solution of cyclopentylamine (8.60 g, 100 mmol) in 20 mL of CH2Cl2, with stirring at 0° C. On completion of the addition of benzyl-2-bromoacetate, the reaction was stirred at room temperature 17 hours. The organic solvent was removed in vacuo and the residue was taken up in ethyl acetate and washed with saturated Na2CO3 solution. The solution was extracted with 1N HCl . The aqueous layer was made b... The reactants are C(CCCCCCCCCCC)OS(=O)(=O)C1=CC=CC=C1.[Na] (sodium dodecylbenzenesulfonate), S(=O)(=O)([O-])OOS(=O)(=O)[O-].[NH4+].[NH4+] (ammonium persulfate), C=CC1=CC=CC=C1 (styrene), C(C(=C)C)(=O)OC (methyl methacrylate), C(C=C)(=O)OCC (ethyl acrylate), C(C=C)(=O)NC(CS(=O)(=O)[O-])(C)C.[Na+] (sodium 2-acrylamido-2-methylpropanesulfonate). Run in O (water). Run at temperature 60 celsius. Yields the product CC(C1=CC=C(C=C1)CC2CCCC2=O)C(=O)[O-].[Na+] (Lx-A). As a reaction SMILES: [CH2:1]([O:13]S(C1C=CC=CC=1)(=O)=O)[CH2:2][CH2:3][CH2:4][CH2:5][CH2:6]CCCCCC.[Na].S(OOS([O-])(=O)=O)([O-])(=O)=O.[NH4+].[NH4+].[CH2:36]=[CH:37][C:38]1[CH:43]=[CH:42][CH:41]=[CH:40][CH:39]=1.[C:44]([O:49]C)(=[O:48])C(C)=C.C(OCC)(=O)C=C.C(NC(C)(C)CS([O-])(=O)=O)(=O)C=C.[Na+:71]>O>[CH3:36][CH:37]([C:44]([O-:49])=[O:48])[C:38]1[CH:43]=[CH:42][C:41]([CH2:6][CH:5]2[C:1](=[O:13])[CH2:2][CH2:3][CH2:4]2)=[CH:40][CH:39]=1.[Na+:71] |f:0.1,2.3.4,8.9,11.12,^1:22|. Reported procedure: To 60 l of water were added 1.0 kg of gelatin, 0.01 kg of sodium dodecylbenzenesulfonate and 0.05 kg of ammonium persulfate. While stirring this solution at a solution temperature of 60° C., a mixture of (a) 3.0 kg of styrene, (b) 3.0 kg of methyl methacrylate and (c) 3.2 kg of ethyl acrylate, and 0.8 kg of sodium 2-acrylamido-2-methylpropanesulfonate were added in a nitrogen atmosphere over a 1-hour period, followed by stirring for 1.5 hours. Then after the residual monomer was removed by steam... Starting materials: COC(=O)c1ccc(C2OC2CCC(NC(=O)OCc2ccccc2)C(O[Si](C)(C)C(C)(C)C)c2ccccc2)cc1, CCO, c1ccc(P(c2ccccc2)c2ccccc2)cc1. Product: COC(=O)c1ccc(CC(=O)CCC(NC(=O)OCc2ccccc2)C(O[Si](C)(C)C(C)(C)C)c2ccccc2)cc1. As a reaction SMILES: [CH2:1]([c:2]1[cH:3][cH:4][cH:5][cH:6][cH:7]1)[O:8][C:9](=[O:10])[NH:11][CH:12]([CH2:13][CH2:14][CH:15]1[CH:16]([c:18]2[cH:19][cH:20][c:21]([C:22](=[O:23])[O:24][CH3:25])[cH:26][cH:27]2)[O:17]1)[CH:28]([c:29]1[cH:30][cH:31][cH:32][cH:33][cH:34]1)[O:35][Si:36]([CH3:37])([CH3:38])[C:39]([CH3:40])([CH3:41])[CH3:42].[CH3:62][CH2:63][OH:64].[c:43]1([P:44]([c:45]2[cH:46][cH:47][cH:48][cH:49][cH:50]2)[c:51]2[cH:52][cH:53][cH:54][cH:55][cH:56]2)[cH:57][cH:58][cH:59][cH:60][cH:61]1>>[CH2:1]([c:2]1[cH:3][cH:4][cH:5][cH:6][cH:7]1)[O:8][C:9](=[O:10])[NH:11][CH:12]([CH2:13][CH2:14][C:15]([CH2:16][c:18]1[cH:19][cH:20][c:21]([C:22](=[O:23])[O:24][CH3:25])[cH:26][cH:27]1)=[O:17])[CH:28]([c:29]1[cH:30][cH:31][cH:32][cH:33][cH:34]1)[O:35][Si:36]([CH3:37])([CH3:38])[C:39]([CH3:40])([CH3:41])[CH3:42]. The reactants are N1C[C@H](CC1)NC(=O)C12CC3CC(CC(C1)C3)C2 ((S)-N-(Pyrrolidin-3-yl)-1-adamantanecarboxamide), C1(=CC=C(C=C1)S(=O)(=O)OCCC1=CC=C(C=C1)OC)C (2-(4-methoxyphenyl)ethyl p-toluenesulfonate). Product: COC1=CC=C(C=C1)CCN1C[C@H](CC1)NC(=O)C12CC3CC(CC(C1)C3)C2 ((S)-N-(1-(2-(4-methoxyphenyl)ethyl)pyrrolidin-3-yl)-1-adamantanecarboxamide). Yield: 18.8%. RXN SMILES: [NH:1]1[CH2:5][CH2:4][C@H:3]([NH:6][C:7]([C:9]23[CH2:18][CH:13]4[CH2:14][CH:15]([CH2:17][CH:11]([CH2:12]4)[CH2:10]2)[CH2:16]3)=[O:8])[CH2:2]1.C1(C)C=CC(S(O[CH2:29][CH2:30][C:31]2[CH:36]=[CH:35][C:34]([O:37][CH3:38])=[CH:33][CH:32]=2)(=O)=O)=CC=1>>[CH3:38][O:37][C:34]1[CH:35]=[CH:36][C:31]([CH2:30][CH2:29][N:1]2[CH2:5][CH2:4][C@H:3]([NH:6][C:7]([C:9]34[CH2:18][CH:13]5[CH2:14][CH:15]([CH2:17][CH:11]([CH2:12]5)[CH2:10]3)[CH2:16]4)=[O:8])[CH2:2]2)=[CH:32][CH:33]=1. Procedure details: (S)-N-(Pyrrolidin-3-yl)-1-adamantanecarboxamide (0.38 g) and 2-(4-methoxyphenyl)ethyl p-toluenesulfonate (0.56 g) were reacted under the same conditions as in Example 1 to give (S)-N-(1-(2-(4-methoxyphenyl)ethyl)pyrrolidin-3-yl)-1-adamantanecarboxamide (0.11 g), melting point 81-83° C. Reactants: C1CCOC1, O=C(NO)Oc1ccccc1, Cc1cccnc1CN(Cc1cccc2[nH]cnc12)C1CCNCC1. Product: Cc1cccnc1CN(Cc1cccc2[nH]cnc12)C1CCN(C(=O)NO)CC1. Reaction SMILES: [CH2:37]1[O:38][CH2:39][CH2:40][CH2:41]1.[O:26]([c:28]1[cH:29][cH:30][cH:31][cH:32][cH:34]1)[C:33](=[O:27])[NH:35][OH:36].[nH:1]1[cH:2][n:3][c:4]2[c:5]1[cH:6][cH:7][cH:8][c:9]2[CH2:10][N:11]([CH:12]1[CH2:13][CH2:14][NH:15][CH2:16][CH2:17]1)[CH2:18][c:19]1[n:20][cH:21][cH:22][cH:23][c:24]1[CH3:25]>>[nH:1]1[cH:2][n:3][c:4]2[c:5]1[cH:6][cH:7][cH:8][c:9]2[CH2:10][N:11]([CH:12]1[CH2:13][CH2:14][N:15]([C:33](=[O:26])[NH:35][OH:36])[CH2:16][CH2:17]1)[CH2:18][c:19]1[n:20][cH:21][cH:22][cH:23][c:24]1[CH3:25]. The reactants are O(C1=CC=CC=C1)CC(=O)Cl (phenoxyacetyl chloride), C(=O)([O-])[O-].[Na+].[Na+] (Na2CO3), C(=O)([O-])[O-].[Na+].[Na+] (Na2CO3), Cl (HCl), [N+](=O)([O-])C1=CC=C(C[C@H](N)C(=O)O)C=C1 (4-Nitro-L-phenylalanine). Run in O (water), C(C)OCC (ethyl ether), [OH-].[Na+] (NaOH). Run at time 20 minute. Product: O(C1=CC=CC=C1)CC(=O)N[C@@H](CC1=CC=C(C=C1)[N+](=O)[O-])C(=O)O (N-phenoxyacetyl-4-nitro-L-phenylalanine). As a reaction SMILES: [N+:1]([C:4]1[CH:15]=[CH:14][C:7]([CH2:8][C@@H:9]([C:11]([OH:13])=[O:12])[NH2:10])=[CH:6][CH:5]=1)([O-:3])=[O:2].[O:16]([CH2:23][C:24](Cl)=[O:25])[C:17]1[CH:22]=[CH:21][CH:20]=[CH:19][CH:18]=1.C([O-])([O-])=O.[Na+].[Na+].Cl>[OH-].[Na+].O.C(OCC)C>[O:16]([CH2:23][C:24]([NH:10][C@H:9]([C:11]([OH:13])=[O:12])[CH2:8][C:7]1[CH:6]=[CH:5][C:4]([N+:1]([O-:3])=[O:2])=[CH:15][CH:14]=1)=[O:25])[C:17]1[CH:22]=[CH:21][CH:20]=[CH:19][CH:18]=1 |f:2.3.4,6.7|. Reported procedure: 4-Nitro-L-phenylalanine (21 g) was dissolved in 10% NaOH (10 ml), and an ethyl ether solution of phenoxyacetyl chloride (1.7 g) and an aqueous Na2CO3 solution prepared from Na2CO3 2.7 g and water 25 ml were alternately added stepwise thereto while stirring at room temperature over 20 minutes. After that, the mixture was stirred at a room temperature for 3 hours, and then acidified with dilute HCl to precipitate the crystals. The crystals were filtered, washed with water, and re-crystallized from... Reactants: C(N)(=O)[C@H](C[C@@H]1C=2C=3C(=NC=NC3SC2CC1)OC1CCC(CC1)N(C(OC(C)(C)C)=O)C)O (tert-butyl N-(4-[[(3R)-3-[(2S)-2-carbamoyl-2-hydroxyethyl]-7-thia-9,11-diazatricyclo[6.4.0.0^[2,6]]dodeca-1(8),2 (6),9,11-tetraen-12-yl]oxy]cyclohexyl)-N-methylcarbamate), Cl (hydrochloric acid). Solvent: ClCCl (dichloromethane). Reaction conditions: temperature 0 celsius, time 5 hour. Product: O[C@H](C(=O)N)C[C@@H]1C=2C=3C(=NC=NC3SC2CC1)OC1CCC(CC1)NC ((2S)-2-hydroxy-3-[(3R)-12-[[4-(methylamino)cyclohexyl]oxy]-7-thia-9,11-diazatricyclo[6.4.0.0^[2,6]]dodeca-1(8),2(6),9,11-tetraen-3-yl]propanamide). Yield: 89.4%. Reaction SMILES: [C:1]([C@@H:4]([OH:34])[CH2:5][C@H:6]1[CH2:17][CH2:16][C:15]2[S:14][C:13]3[N:12]=[CH:11][N:10]=[C:9]([O:18][CH:19]4[CH2:24][CH2:23][CH:22]([N:25](C)[C:26](=O)OC(C)(C)C)[CH2:21][CH2:20]4)[C:8]=3[C:7]1=2)(=[O:3])[NH2:2].Cl>ClCCl>[OH:34][C@@H:4]([CH2:5][C@H:6]1[CH2:17][CH2:16][C:15]2[S:14][C:13]3[N:12]=[CH:11][N:10]=[C:9]([O:18][CH:19]4[CH2:20][CH2:21][CH:22]([NH:25][CH3:26])[CH2:23][CH2:24]4)[C:8]=3[C:7]1=2)[C:1]([NH2:2])=[O:3]. Procedure: Into a 10-mL round-bottom flask was placed a solution of tert-butyl N-(4-[[(3R)-3-[(2S)-2-carbamoyl-2-hydroxyethyl]-7-thia-9,11-diazatricyclo[6.4.0.0^[2,6]]dodeca-1(8),2 (6),9,11-tetraen-12-yl]oxy]cyclohexyl)-N-methylcarbamate (0.9 g, 1.49 mmol, 1.00 equiv) in dichloromethane (10 mL) at 0° C. under nitrogen. Then hydrochloric acid (12 M, 2.0 mL) was added and the resulting solution was stirred for 5 h at 0° C. After completion of the reaction, the solvents were evaporated under reduced pressure.... Reactants: N1CCC(CC1)NC(=O)NC1=CC=C(C=C1)F (N-(piperidin-4-yl)-N′-(4-fluorophenyl)urea), N1=CC=CC=C1 (pyridine), ClC(=O)OC (methyl chloroformate), N,N-dimethylaminopyridine, O (water). Run in O1CCCC1 (tetrahydrofuran), C(C)(=O)OCC (ethyl acetate). Reaction conditions: time 2 hour. The product is COC(=O)N1CCC(CC1)NC(=O)NC1=CC=C(C=C1)F (N-(1-methoxycarbonylpiperidin-4-yl)-N′-(4-fluorophenyl)urea). As a reaction SMILES: [NH:1]1[CH2:6][CH2:5][CH:4]([NH:7][C:8]([NH:10][C:11]2[CH:16]=[CH:15][C:14]([F:17])=[CH:13][CH:12]=2)=[O:9])[CH2:3][CH2:2]1.N1C=CC=CC=1.Cl[C:25]([O:27][CH3:28])=[O:26].O>O1CCCC1.C(OCC)(=O)C>[CH3:28][O:27][C:25]([N:1]1[CH2:6][CH2:5][CH:4]([NH:7][C:8]([NH:10][C:11]2[CH:12]=[CH:13][C:14]([F:17])=[CH:15][CH:16]=2)=[O:9])[CH2:3][CH2:2]1)=[O:26]. Procedure: To a solution of N-(piperidin-4-yl)-N′-(4-fluorophenyl)urea (0.3 g) in tetrahydrofuran (4 ml) were added in turn pyridine (0.28 ml), methyl chloroformate (98 μl) and catalytic amount of N,N-dimethylaminopyridine at 0° C. The mixture was allowed to warm to ambient temperature and stirred for 2 hours. The reaction mixture was taken up into a mixture of water and ethyl acetate. The separated organic layer was washed in turn with hydrochloric acid (1N), aqueous sodium hydrogen carbonate, and brine, ...